From a dataset of the Open Reaction Database (ORD), a public repository of structured organic reaction records. describe an organic reaction: reactants, conditions, products, and yield Starting materials: OC(COC=1C=C(C(=O)O)C=C(C1OC1=CC(=CC=C1)OC)NS(=O)(=O)C1=CC=C(C=C1)SC)CO (3-(2,3-dihydroxy-propoxy)-4-(3-methoxy-phenoxy)-5-(4-methylsulphanyl-benzenesulphonylamino)-benzoic acid), C(C)(=O)OC(=O)N1CCNCC1 (1-acetoxycarbonylpiperazine). Yields the product OC(COC=1C=C(C(=O)N2CCN(CC2)C(=O)OCC)C=C(C1OC1=CC(=CC=C1)OC)NS(=O)(=O)C1=CC=C(C=C1)SC)CO (ethyl 4-[3-(2,3-dihydroxy-propoxy)-4-(3-methoxy-phenoxy)-5-(4-methylsulphanylbenzenesulphonylamino)-benzoyl]-piperazine-1-carboxylate). RXN SMILES: [OH:1][CH:2]([CH2:35][OH:36])[CH2:3][O:4][C:5]1[CH:6]=[C:7]([CH:11]=[C:12]([NH:23][S:24]([C:27]2[CH:32]=[CH:31][C:30]([S:33][CH3:34])=[CH:29][CH:28]=2)(=[O:26])=[O:25])[C:13]=1[O:14][C:15]1[CH:20]=[CH:19][CH:18]=[C:17]([O:21][CH3:22])[CH:16]=1)[C:8](O)=[O:9].[C:37]([O:40][C:41]([N:43]1[CH2:48][CH2:47][NH:46][CH2:45][CH2:44]1)=[O:42])(=O)[CH3:38]>>[OH:1][CH:2]([CH2:35][OH:36])[CH2:3][O:4][C:5]1[CH:6]=[C:7]([CH:11]=[C:12]([NH:23][S:24]([C:27]2[CH:32]=[CH:31][C:30]([S:33][CH3:34])=[CH:29][CH:28]=2)(=[O:25])=[O:26])[C:13]=1[O:14][C:15]1[CH:20]=[CH:19][CH:18]=[C:17]([O:21][CH3:22])[CH:16]=1)[C:8]([N:46]1[CH2:45][CH2:44][N:43]([C:41]([O:40][CH2:37][CH3:38])=[O:42])[CH2:48][CH2:47]1)=[O:9]. Reported procedure: In analogy to Example 121, by coupling 3-(2,3-dihydroxy-propoxy)-4-(3-methoxy-phenoxy)-5-(4-methylsulphanyl-benzenesulphonylamino)-benzoic acid with 1-acetoxycarbonylpiperazine there was obtained ethyl 4-[3-(2,3-dihydroxy-propoxy)-4-(3-methoxy-phenoxy)-5-(4-methylsulphanylbenzenesulphonylamino)-benzoyl]-piperazine-1-carboxylate as a white foam. Reactants: N(=O)OCCC(C)C (isoamyl nitrite), NC1=CC(=C(C=C1OC=1C(=NC=CC1)OCC(=O)OC)NC(C)=O)F (N-[4-amino-2-fluoro-5-{2-(methoxycarbonyl)methoxy-3-pyridyloxy}phenyl]acetamide), Cl (hydrochloric acid). Reagents/catalysts: [Cu]Cl (copper (I) chloride), [Cu](Cl)Cl (copper (II) chloride). Solvent: C(C)#N (acetonitrile), C(C)#N (acetonitrile). Conditions: time 1 hour. The product is ClC1=CC(=C(C=C1OC=1C(=NC=CC1)OCC(=O)OC)NC(C)=O)F (N-[4-chloro-2-fluoro-5-{2-(methoxycarbonyl)methoxy-3-pyridyloxy}phenyl]acetamide). As a reaction SMILES: N(OCCC(C)C)=O.N[C:10]1[C:15]([O:16][C:17]2[C:18]([O:23][CH2:24][C:25]([O:27][CH3:28])=[O:26])=[N:19][CH:20]=[CH:21][CH:22]=2)=[CH:14][C:13]([NH:29][C:30](=[O:32])[CH3:31])=[C:12]([F:33])[CH:11]=1.[ClH:34]>C(#N)C.[Cu]Cl.[Cu](Cl)Cl>[Cl:34][C:10]1[C:15]([O:16][C:17]2[C:18]([O:23][CH2:24][C:25]([O:27][CH3:28])=[O:26])=[N:19][CH:20]=[CH:21][CH:22]=2)=[CH:14][C:13]([NH:29][C:30](=[O:32])[CH3:31])=[C:12]([F:33])[CH:11]=1. Procedure details: A solution of 2.01 g of isoamyl nitrite in 1 ml of acetonitrile was added dropwise to a mixture of 2.0 g of N-[4-amino-2-fluoro-5-{2-(methoxycarbonyl)methoxy-3-pyridyloxy}phenyl]acetamide, 1.13 g of copper (I) chloride, 2.31 g of copper (II) chloride, and 20 ml of acetonitrile at room temperature, and the mixture was stirred for 1 hour. The reaction mixture was poured into 2% hydrochloric acid, and the mixture was extracted with ethyl acetate. The organic layer was washed with saturated aqueous ... Reactants: CC1(C(NC(N1)=O)=O)C1=CC=C(C=C1)OC (5-methyl-5-(4-methoxyphenyl)hydantoin), O (water), C(C)(=O)OC(C)=O (Acetic anhydride), Cl (HCl), O (water), final solution, [OH-].[Na+] (NaOH), final solution, [OH-].[Na+] (NaOH). Conditions: time 15 minute. The product is C(C)(=O)NC(C(=O)O)(C1=CC=C(C=C1)OC)C (racemic α-acetamido-4-methoxy-α-methylbenzeneacetic acid). Yield: 95.0%. RXN SMILES: [CH3:1][C:2]1([C:9]2[CH:14]=[CH:13][C:12]([O:15][CH3:16])=[CH:11][CH:10]=2)[NH:6][C:5](=O)N[C:3]1=[O:8].[OH-:17].[Na+].Cl.[C:20](OC(=O)C)(=O)C.[OH2:27]>>[C:5]([NH:6][C:2]([CH3:1])([C:9]1[CH:14]=[CH:13][C:12]([O:15][CH3:16])=[CH:11][CH:10]=1)[C:3]([OH:8])=[O:27])(=[O:17])[CH3:20] |f:1.2|. Reported procedure: To a suspension of 5-methyl-5-(4-methoxyphenyl)hydantoin (90 g, 0.408 mol) in 360 mL of water was added solid NaOH (90 g, 2.246 mol) and the final solution was heated to reflux for 30 hours. After cooling to room temperature, 720 mL of water was added; the solution was cooled to 10° C. and the pH was adjusted to 9 with 2N HCl. Acetic anhydride (1.28 mol, 121 mL) was added dropwise as the pH was kept at 9 by simultaneous addition of 2N NaOH (1410 mL). After stirring the final solution for 1 hour ... Reactants: [H][H] (hydrogen), O=O (oxygen), [H][H] (hydrogen), C[C@]12CC[C@@H](C[C@H]1CC[C@@H]3[C@@H]2C[C@H]([C@]4([C@@]3(CC[C@@H]4C5=CC(=O)OC5)O)C)O)O (digoxigenin). Reagents/catalysts: [Pt]=O (Platinum oxide). The solvent is O (water), O (water), CC(=O)C (acetone). The product is C[C@]12CCC(=O)C[C@H]1CCC3C2C[C@H]([C@]4([C@@]3(CC[C@@H]4C5=CC(=O)OC5)O)C)O (3 - Dehydrodigoxigenin). RXN SMILES: [H][H].[CH3:3][C@@:4]12[C@H:13]3[CH2:14][C@@H:15]([OH:29])[C@:16]4([CH3:28])[C@@H:20]([C:21]5[CH2:26][O:25][C:23](=[O:24])[CH:22]=5)[CH2:19][CH2:18][C@:17]4([OH:27])[C@@H:12]3[CH2:11][CH2:10][C@@H:9]1[CH2:8][C@@H:7]([OH:30])[CH2:6][CH2:5]2.O=O>O.CC(C)=O.[Pt]=O>[CH3:3][C@@:4]12[CH:13]3[CH2:14][C@@H:15]([OH:29])[C@:16]4([CH3:28])[C@@H:20]([C:21]5[CH2:26][O:25][C:23](=[O:24])[CH:22]=5)[CH2:19][CH2:18][C@:17]4([OH:27])[CH:12]3[CH2:11][CH2:10][C@@H:9]1[CH2:8][C:7](=[O:30])[CH2:6][CH2:5]2. Procedure: Platinum oxide (Adams' catalyst) (500 mg.) was suspended in water (50 ml.) and a continuous stream of hydrogen passed for 1 hour. The hydrogen was displaced by nitrogen and digoxigenin (2.0 g.), in acetone (200 ml.) and water (50 ml.), added. A continuous stream of oxygen was passed through the mixture for 18 hours. The catalyst was removed by filtration, washed with acetone, the washings added to the filtrate and the filtrate concentrated in vacuo. The residue was dissolved in chloroform, washe... Product: FC1=C(N)C=C(C=C1)C(F)(F)F (2-Fluoro-5-trifluoromethylaniline). Reagents/catalysts: [Fe] (iron). Reaction SMILES: [N+:1]([C:4]1[CH:5]=[C:6]([C:11]([F:14])([F:13])[F:12])[CH:7]=[CH:8][C:9]=1[F:10])([O-])=O.Cl.C(=O)(O)[O-].[Na+].C(OCC)C>CO.[Fe]>[F:10][C:9]1[CH:8]=[CH:7][C:6]([C:11]([F:12])([F:13])[F:14])=[CH:5][C:4]=1[NH2:1] |f:2.3|. The yield is 81.7%. Starting materials: Cl (hydrochloric acid), C(C)OCC (diethyl ether), [N+](=O)([O-])C=1C=C(C=CC1F)C(F)(F)F (3-nitro-4-fluorobenzotrifluoride), C([O-])(O)=O.[Na+] (sodium bicarbonate). Procedure details: Twenty grams of 3-nitro-4-fluorobenzotrifluoride was dissolved in 50 ml of methanol. An iron powder (16 g) was added and concentrated hydrochloric acid was added dropwise with stirring. The reaction mixture was stirred overnight, followed by addition of sodium bicarbonate for neutralization. Then diethyl ether was added, and the insolubles were filtered off with cerite. The ether phase was separated, dried and concentrated under reduced pressure, giving 14 g of the contemplated product (yield 82... The solvent is CO (methanol). RXN SMILES: [CH2:27]1[O:28][CH2:29][CH2:30][CH2:31]1.[CH3:13][Si:14]([N-:15][Si:16]([CH3:17])([CH3:18])[CH3:19])([CH3:20])[CH3:21].[CH3:22][S:23]([Cl:24])(=[O:25])=[O:26].[F:1][c:2]1[c:3]([C:4]#[N:5])[c:6]([NH:10][CH3:11])[cH:7][cH:8][cH:9]1.[Li+:12]>>[F:1][c:2]1[c:3]([C:4]#[N:5])[c:6]([N:10]([CH3:11])[S:23]([CH3:22])(=[O:25])=[O:26])[cH:7][cH:8][cH:9]1. The reactants are C1CCOC1, C[Si](C)(C)[N-][Si](C)(C)C, CS(=O)(=O)Cl, CNc1cccc(F)c1C#N, [Li+]. The product is CN(c1cccc(F)c1C#N)S(C)(=O)=O.